This data is from the Open Reaction Database (ORD), a public repository of structured organic reaction records. The task is: describe an organic reaction: reactants, conditions, products, and yield Starting materials: Cc1nc2ccccc2n1C1CC2CCC(C1)N2CCC1(c2ccccc2)CCNCC1, Cl, Cl, CC(C)(C(=O)O)c1c[nH]cn1. The product is Cc1nc2ccccc2n1C1CC2CCC(C1)N2CCC1(c2ccccc2)CCN(C(=O)C(C)(C)c2c[nH]cn2)CC1. Reaction SMILES: [CH3:14][c:15]1[n:16][c:17]2[c:18]([n:19]1[CH:20]1[CH2:21][CH:22]3[CH2:23][CH2:24][CH:25]([CH2:26]1)[N:27]3[CH2:28][CH2:29][C:30]1([c:36]3[cH:37][cH:38][cH:39][cH:40][cH:41]3)[CH2:31][CH2:32][NH:33][CH2:34][CH2:35]1)[cH:42][cH:43][cH:44][cH:45]2.[ClH:12].[ClH:13].[nH:1]1[cH:2][n:3][c:4]([C:6]([C:7](=[O:8])[OH:9])([CH3:10])[CH3:11])[cH:5]1>>[nH:1]1[cH:2][n:3][c:4]([C:6]([C:7](=[O:9])[N:33]2[CH2:32][CH2:31][C:30]([CH2:29][CH2:28][N:27]3[CH:22]4[CH2:21][CH:20]([n:19]5[c:15]([CH3:14])[n:16][c:17]6[c:18]5[cH:42][cH:43][cH:44][cH:45]6)[CH2:26][CH:25]3[CH2:24][CH2:23]4)([c:36]3[cH:37][cH:38][cH:39][cH:40][cH:41]3)[CH2:35][CH2:34]2)([CH3:10])[CH3:11])[cH:5]1. Solvent: C(C)#N (acetonitrile). RXN SMILES: [CH2:1]1[S:5][CH2:4][NH:3][CH:2]1[C:6]([OH:8])=[O:7].C1(NC2CCCCC2)CCCCC1.O1CCOCC1.[C:28]([CH2:36][CH:37]([CH3:41])[C:38](O)=[O:39])(=[O:35])[C:29]1[CH:34]=[CH:33][CH:32]=[CH:31][CH:30]=1>C(#N)C>[C:28]([CH2:36][CH:37]([CH3:41])[C:38]([N:3]1[CH:2]([C:6]([OH:8])=[O:7])[CH2:1][S:5][CH2:4]1)=[O:39])(=[O:35])[C:29]1[CH:34]=[CH:33][CH:32]=[CH:31][CH:30]=1. Product: C(C1=CC=CC=C1)(=O)CC(C(=O)N1CSCC1C(=O)O)C (3-(3-benzoyl-2-methylpropionyl)-4-thiazolidinecarboxylic acid). Reported procedure: A mixture of 2.0 g. (0.015 mole) of L-thiazolidine-4-carboxylic acid and 2.72 g. (0.015 mole) of dicyclohexylamine is heated on a steam bath then 50 ml. of dry dioxane and 50 ml. of acetonitrile are added. To this mixture is added 4.2 g. (0.015 mole) of 3-benzoyl-2-methylpropionic acid, N-hydroxysuccinnimide ester, then the mixture is refluxed for 48 hours. The mixture is evaporated in vacuo. The residue is stirred with ethyl acetate and filtered. The filtrate is concentrated in vacuo and the re... Starting materials: C(C1=CC=CC=C1)(=O)CC(C(=O)O)C (3-benzoyl-2-methylpropionic acid), ester, C1C(NCS1)C(=O)O (L-thiazolidine-4-carboxylic acid), C1(CCCCC1)NC1CCCCC1 (dicyclohexylamine), O1CCOCC1 (dioxane). The product is Cl.C(C1=CC=CC=C1)N(CC(=O)O)C(C)C#N (Benzyl-N-(1-cyanoethyl)glycine hydrochloride). Procedure details: TMSCN (18.8 mL, 141 mmol) was added cautiosly to a stirred solution of benzylglycine free base (23.3 g 141 mmol—from the HCl salt by partition between EtOAc and brine basified with saturated Na2CO3 solution) and acetaldehyde (7.88 mL, 141 mmol) in CH2Cl2 (50 mL). After 4 h the volatiles were removed in vacuo and the residue was taken up in EtOAc and washed with brine, dried (Na2SO4) and evaporated in vacuo to an oil. The oil was redissolved in EtOAc and 9.9 M HCl in EtOH (15.25 mL, 151 mmol) was... Solvent: C(Cl)Cl (CH2Cl2). As a reaction SMILES: [Si]([C:5]#[N:6])(C)(C)C.[CH2:7]([NH:14][CH2:15][C:16]([OH:18])=[O:17])[C:8]1[CH:13]=[CH:12][CH:11]=[CH:10][CH:9]=1.[ClH:19].[CH:20](=O)[CH3:21].CCO>C(Cl)Cl>[ClH:19].[CH2:7]([N:14]([CH:20]([C:5]#[N:6])[CH3:21])[CH2:15][C:16]([OH:18])=[O:17])[C:8]1[CH:13]=[CH:12][CH:11]=[CH:10][CH:9]=1 |f:6.7|. The reactants are [Si](C)(C)(C)C#N (TMSCN), C(C1=CC=CC=C1)NCC(=O)O (benzylglycine), Cl (HCl), Cl (HCl), CCO (EtOH), C(C)=O (acetaldehyde). Reactants: C1(CC1)COC1=C(C#N)C=C(C=C1)B1OC(C(O1)(C)C)(C)C (2-cyclopropylmethoxy-5-(4,4,5,5-tetramethyl-1,3,2-dioxaborolan-2-yl)benzonitrile), BrC=1C=CC(=C(C#N)C1)OCC1CCC1 (5-bromo-2-cyclobutylmethoxybenzonitrile). Product: C1(CCC1)COC1=C(C#N)C=C(C=C1)B1OC(C(O1)(C)C)(C)C (2-cyclobutylmethoxy-5-(4,4,5,5-tetramethyl-1,3,2-dioxaborolan-2-yl)benzonitrile). Reaction SMILES: [CH:1]1([CH2:4][O:5][C:6]2[CH:13]=[CH:12][C:11]([B:14]3[O:18][C:17]([CH3:20])([CH3:19])[C:16]([CH3:22])([CH3:21])[O:15]3)=[CH:10][C:7]=2[C:8]#[N:9])[CH2:3][CH2:2]1.Br[C:24]1C=CC(OCC2CCC2)=C(C=1)C#N>>[CH:1]1([CH2:4][O:5][C:6]2[CH:13]=[CH:12][C:11]([B:14]3[O:18][C:17]([CH3:20])([CH3:19])[C:16]([CH3:21])([CH3:22])[O:15]3)=[CH:10][C:7]=2[C:8]#[N:9])[CH2:2][CH2:24][CH2:3]1. Reported procedure: The preparation succeeds in a similar manner as described above for 2-cyclopropylmethoxy-5-(4,4,5,5-tetramethyl-1,3,2-dioxaborolan-2-yl)benzonitrile with 5-bromo-2-cyclobutylmethoxybenzonitrile (5.0 g, 0.018 mol), giving 3.5 g of the desired product as colourless oil; The reactants are O=N[O-], COc1c(C)cc(Cl)cc1N, [Na+]. The product is COc1c(C)cc(Cl)cc1NN. RXN SMILES: [N:12]([O-:13])=[O:14].[NH2:1][c:2]1[c:3]([O:10][CH3:11])[c:4]([CH3:9])[cH:5][c:6]([Cl:8])[cH:7]1.[Na+:15]>>[NH:1]([c:2]1[c:3]([O:10][CH3:11])[c:4]([CH3:9])[cH:5][c:6]([Cl:8])[cH:7]1)[NH2:12]. As a reaction SMILES: [Cl:1][C:2]1[CH:3]=[C:4]2[C:9](=[O:10])[NH:8][C:6](=[O:7])[C:5]2=[CH:11][C:12]=1[S:13](=[O:16])(=[O:15])[NH2:14].N[CH:18]1[CH2:23][CH2:22][N:21]([CH2:24][C:25]2[CH:30]=[CH:29][C:28]([Cl:31])=[CH:27][CH:26]=2)[CH2:20][CH2:19]1.C(O)CCCC.O=C1C2C(=CC=CC=2)C(=O)N1>>[Cl:1][C:2]1[CH:3]=[C:4]2[C:5]([C:6](=[O:7])[N:8]([CH:18]3[CH2:23][CH2:22][N:21]([CH2:24][C:25]4[CH:26]=[CH:27][C:28]([Cl:31])=[CH:29][CH:30]=4)[CH2:20][CH2:19]3)[C:9]2=[O:10])=[CH:11][C:12]=1[S:13]([NH2:14])(=[O:16])=[O:15]. Product: ClC1=C(C=C2C(N(C(C2=C1)=O)C1CCN(CC1)CC1=CC=C(C=C1)Cl)=O)S(=O)(=O)N (6-chloro-2-[1-[(4-chlorophenyl)methyl]-4-piperidinyl]-2,3-dihydro-1,3-dioxo-1H-isoindole-5-sulfonamide). Reactants: O=C1NC(C2=CC=CC=C12)=O (1,3-dioxoisoindole), ClC=1C=C2C(C(=O)NC2=O)=CC1S(N)(=O)=O (4-chloro-5-sulfamoylphthalimide), NC1CCN(CC1)CC1=CC=C(C=C1)Cl (4-amino-1-(4-chlorobenzyl)piperidine), C(CCCC)O (n-pentanol). Procedure details: Reaction of 4-chloro-5-sulfamoylphthalimide (5.57 g., 0.0214 mole) and 4-amino-1-(4-chlorobenzyl)piperidine (4.8 g., 0.0214 mole) in 85 ml. of n-pentanol according to the procedure of Example 1(a) with heating at 130°-138° for a 48 hr. period afforded 7.07 g. (71%) m.p. 248°-250° (dec.) of the 1,3-dioxoisoindole product. A sample crystallized from dimethylformamide-methanol provided analytically pure 6-chloro-2-[1-[(4-chlorophenyl)methyl]-4-piperidinyl]-2,3-dihydro-1,3-dioxo-1H-isoindole-5-sulfo... Reactants: COC(=O)C1(CCC(CC1)=C)NC(C1=CC(=C(C=C1)OC)OCCC=1C=C(C=CC1)C)=O (1-[4-Methoxy-3-(2-m-tolyl-ethoxy)-benzoylamino]-4-methylene-cyclohexanecarboxylic acid methyl ester), C(C)[Zn]CC (diethylzinc), ICI (diiodomethane), C(C)[Zn]CC (diethyl zinc), ICI (diiodomethane). The solvent is C1(=CC=CC=C1)C (toluene). Reaction conditions: temperature 60 celsius. Product: COC1=C(C=C(C(=O)NC2(CCC3(CC3)CC2)C(=O)O)C=C1)OCCC=1C=C(C=CC1)C (6-[4-Methoxy-3-(2-m-tolyl-ethoxy)-benzoylamino]-spiro[2.5]octane-6-carboxylic acid). Isolated yield 3.8%. Reaction SMILES: C[O:2][C:3]([C:5]1([NH:12][C:13](=[O:32])[C:14]2[CH:19]=[CH:18][C:17]([O:20][CH3:21])=[C:16]([O:22][CH2:23][CH2:24][C:25]3[CH:26]=[C:27]([CH3:31])[CH:28]=[CH:29][CH:30]=3)[CH:15]=2)[CH2:10][CH2:9][C:8](=[CH2:11])[CH2:7][CH2:6]1)=[O:4].[CH2:33]([Zn]CC)C.ICI>C1(C)C=CC=CC=1>[CH3:21][O:20][C:17]1[CH:18]=[CH:19][C:14]([C:13]([NH:12][C:5]2([C:3]([OH:2])=[O:4])[CH2:6][CH2:7][C:8]3([CH2:33][CH2:11]3)[CH2:9][CH2:10]2)=[O:32])=[CH:15][C:16]=1[O:22][CH2:23][CH2:24][C:25]1[CH:26]=[C:27]([CH3:31])[CH:28]=[CH:29][CH:30]=1. Procedure: The compound of step 1 of example 56 (400 mg, 0.91 mmol) was dissolved in toluene (8 ml) and diethylzinc (2.7 ml, 2.7 mmol, solution in hexane) was added. The mixture was heated to 60° C. and diiodomethane (1.10 g, 4.11 mmol) was added with stirring. This mixture was reacted at 60° C. overnight, the addition of diethyl zinc and diiodomethane was repeated and stirring continued for another night. The mixture was partitioned between EA and 2 N hydrochloric acid, the aqueous phase was extracted wit... Starting materials: BrN1C(CCC1=O)=O (N-bromosuccinimide), BrN1C(CCC1=O)=O (N-bromosuccinimide), ClC1=C2C(=NC=C1C#N)C=CS2 (7-chlorothieno[3,2-b]pyridine-6-carbonitrile), BrN1C(CCC1=O)=O (N-bromosuccinimide), BrN1C(CCC1=O)=O (N-bromosuccinimide), ice water, C([O-])(O)=O.[Na+] (sodium bicarbonate). Run in CN(C=O)C (dimethylformamide). Run at time 4 day. The product is BrC1=CSC=2C1=NC=C(C2Cl)C#N (3-bromo-7-chlorothieno[3,2-b]pyridine-6-carbonitrile). Yield: 25.1%. As a reaction SMILES: [Cl:1][C:2]1[C:7]([C:8]#[N:9])=[CH:6][N:5]=[C:4]2[CH:10]=[CH:11][S:12][C:3]=12.[Br:13]N1C(=O)CCC1=O.C(=O)(O)[O-].[Na+]>CN(C)C=O>[Br:13][C:10]1[C:4]2=[N:5][CH:6]=[C:7]([C:8]#[N:9])[C:2]([Cl:1])=[C:3]2[S:12][CH:11]=1 |f:2.3|. Procedure: A mixture of 7-chlorothieno[3,2-b]pyridine-6-carbonitrile (100 mg, 0.51 mmol) and N-bromosuccinimide (118 mg, 0.66 mmol) in 0.63 mL of dimethylformamide is stirred at room temperature for 4 days. Additional N-bromosuccinimide (118 mgs) is added and the reaction mixture is heated at 40° C. for 17 hours. Additional N-bromosuccinimide (118 mgs) is added and the reaction mixture is heated at 40° C. for 24 hours. Additional N-bromosuccinimide (118 mgs) is added and the reaction mixture is heated at 6...